From a dataset of the Open Reaction Database (ORD), a public repository of structured organic reaction records. describe an organic reaction: reactants, conditions, products, and yield The reactants are C(C)(=O)C(=CS(=O)(=O)N(C)C)C1=CC(=CC=C1)[N+](=O)[O-] (α-acetyl-N,N-dimethyl-3-nitrostyrenesulfonamide), C(C)(C)OC(\C=C(\C)/N)=O (3-aminocrotonic acid isopropyl ester), C(C)(C)O (isopropanol), DL-camphor-10-sulfonic acid. The product is C(C)(C)OC(C1=C(NC(=C(C1C1=CC(=CC=C1)[N+](=O)[O-])S(N(C)C)(=O)=O)C)C)=O (5-(dimethylsulfamoyl)-1,4-dihydro-2,6-dimethyl-4-(3-nitrophenyl)-nicotinic acid isopropyl ester). The yield is 75.5%. Reaction SMILES: C([C:4]([C:12]1[CH:17]=[CH:16][CH:15]=[C:14]([N+:18]([O-:20])=[O:19])[CH:13]=1)=[CH:5][S:6]([N:9]([CH3:11])[CH3:10])(=[O:8])=[O:7])(=O)C.[CH:21]([O:24][C:25](=[O:30])/[CH:26]=[C:27](\[NH2:29])/[CH3:28])([CH3:23])[CH3:22].[CH:31](O)(C)[CH3:32]>>[CH:21]([O:24][C:25](=[O:30])[C:26]1[CH:4]([C:12]2[CH:17]=[CH:16][CH:15]=[C:14]([N+:18]([O-:20])=[O:19])[CH:13]=2)[C:5]([S:6](=[O:7])(=[O:8])[N:9]([CH3:10])[CH3:11])=[C:31]([CH3:32])[NH:29][C:27]=1[CH3:28])([CH3:23])[CH3:22]. Procedure details: A solution of 3.0 g (0.001 mol) of α-acetyl-N,N-dimethyl-3-nitrostyrenesulfonamide and 1.43 g (0.01 mol) of 3-aminocrotonic acid isopropyl ester in 30 ml of isopropanol is heated to reflux for 2 hours, thereupon treated with 1.16 g (0.005 mol) of DL-camphor-10-sulfonic acid and then heated to reflux for an additional 15 minutes. After concentration under reduced pressure, the oily residue is partitioned between water and methylene chloride, the organic phase is washed with a saturated aqueous so... The reactants are BrC=1SC=CN1 (2-bromothiazole), FC1=CC=C(C=C1)B(O)O ((4-fluorophenyl)boronic acid). Yields the product FC1=CC=C(C=C1)C=1SC=CN1 (2-(4-Fluorophenyl)thiazole). As a reaction SMILES: Br[C:2]1[S:3][CH:4]=[CH:5][N:6]=1.[F:7][C:8]1[CH:13]=[CH:12][C:11](B(O)O)=[CH:10][CH:9]=1>>[F:7][C:8]1[CH:13]=[CH:12][C:11]([C:2]2[S:3][CH:4]=[CH:5][N:6]=2)=[CH:10][CH:9]=1. Procedure details: Using 2-bromothiazole (5.0 g, 30.482 mmol) and (4-fluorophenyl)boronic acid (8.528 g, 60.964 mmol) as reactants and following the procedure described in Example 7 step 1, the title compound was obtained after purification by flash chromatography (60-120μ; 4% ethyl acetate in hexane) as colorless liquid (5.0 g, 91% yield). 1H NMR (400 MHz, DMSO-d6): δ 8.00-7.89 (m, 2H), 7.90 (d, 1H), 7.76 (d, 1H), 7.32 (t, 2H); LC-MS m/z calculated for [M+H]+ 180.02. found 180.1. The reactants are C1C(NC2=CC(=O)C(=O)C=C21)C(=O)O (DOPAchrome), OC=1C=C2C=C(NC2=CC1O)C(=O)O (5,6-dihydroxyindole-2-carboxylic acid), C1C(NC2=CC(=O)C(=O)C=C21)C(=O)O (DOPAchrome). Product: OC=1C=C2C=CNC2=CC1O (5,6-dihydroxyindole). Reaction SMILES: [CH2:1]1[C:11]2[C:4](=[CH:5][C:6]([C:8]([CH:10]=2)=[O:9])=[O:7])[NH:3][CH:2]1C(O)=O.OC1C=C2C(=CC=1O)NC(C(O)=O)=C2>>[OH:9][C:8]1[CH:10]=[C:11]2[C:4](=[CH:5][C:6]=1[OH:7])[NH:3][CH:2]=[CH:1]2. Reported procedure: TRP-2 catalyzes the tautomerization of DOPAchrome to 5,6-dihydroxyindole-2-carboxylic acid (DHICA). In the absence of TRP-2, DOPAchrome undergoes a spontaneous decarboxylation to form 5,6-dihydroxyindole (DHI). Reactants: CCNC(=O)Nc1nc2cc(-n3cccn3)cc(Br)c2s1, [K+], [K+], [K+], CN(C)C=O, O, O=P([O-])([O-])[O-], Cl[Pd]Cl, c1ccc(P(c2ccccc2)c2ccccc2)cc1, c1ccc(P(c2ccccc2)c2ccccc2)cc1, OB(O)c1cccnc1. The product is CCNC(=O)Nc1nc2cc(-n3cccn3)cc(-c3cccnc3)c2s1. RXN SMILES: [Br:1][c:2]1[cH:3][c:4](-[n:17]2[n:18][cH:19][cH:20][cH:21]2)[cH:5][c:6]2[n:7][c:8]([NH:11][C:12](=[O:13])[NH:14][CH2:15][CH3:16])[s:9][c:10]12.[K+:36].[K+:37].[K+:38].[O:39]=[CH:40][N:41]([CH3:42])[CH3:43].[OH2:44].[P:31]([O-:32])([O-:33])([O-:34])=[O:35].[Pd:45]([Cl:46])[Cl:47].[c:48]1([P:49]([c:50]2[cH:51][cH:52][cH:53][cH:54][cH:55]2)[c:56]2[cH:57][cH:58][cH:59][cH:60][cH:61]2)[cH:62][cH:63][cH:64][cH:65][cH:66]1.[c:67]1([P:68]([c:69]2[cH:70][cH:71][cH:72][cH:73][cH:74]2)[c:75]2[cH:76][cH:77][cH:78][cH:79][cH:80]2)[cH:81][cH:82][cH:83][cH:84][cH:85]1.[n:22]1[cH:23][c:24]([B:28]([OH:29])[OH:30])[cH:25][cH:26][cH:27]1>>[c:2]1(-[c:24]2[cH:23][n:22][cH:27][cH:26][cH:25]2)[cH:3][c:4](-[n:17]2[n:18][cH:19][cH:20][cH:21]2)[cH:5][c:6]2[n:7][c:8]([NH:11][C:12](=[O:13])[NH:14][CH2:15][CH3:16])[s:9][c:10]12. Reactants: CC1CC=2C(=C(C3=C(C(=CC(O3)=O)C)C2)OC)O1 (2,5-dimethyl-9-methoxy -2,3-dihydro-7H-furo[3,2-g][1]benzopyran-7-one). The reagents and catalysts are [Pd] (palladium on charcoal). Run in C1(=CC=CC=C1)OC1=CC=CC=C1 (diphenyl ether). Conditions: time 8 hour. Product: COC1=C2C(=CC=3C(=CC(OC31)=O)C)C=C(O2)C (9-methoxy -2,5-dimethyl-7H-furo[3,2-g][1]benzopyran-7-one). Reaction SMILES: [CH3:1][CH:2]1[O:18][C:5]2=[C:6]([O:16][CH3:17])[C:7]3[O:12][C:11](=[O:13])[CH:10]=[C:9]([CH3:14])[C:8]=3[CH:15]=[C:4]2[CH2:3]1>C1(OC2C=CC=CC=2)C=CC=CC=1.[Pd]>[CH3:17][O:16][C:6]1[C:7]2[O:12][C:11](=[O:13])[CH:10]=[C:9]([CH3:14])[C:8]=2[CH:15]=[C:4]2[CH:3]=[C:2]([CH3:1])[O:18][C:5]=12. Procedure: A solution of 10.36 g (0.0422 mol) of 2,5-dimethyl-9-methoxy -2,3-dihydro-7H-furo[3,2-g][1]benzopyran-7-one in 150 ml of diphenyl ether was treated with 6.0 g of 10% palladium on charcoal. The mixture was heated under reflux for 5.0 hrs, cooled, and filtered over celite. The catalyst was further washed with methanol, and the filtrate was then concentrated to remove the methanol. The residue was diluted with 1.5 1. of pet. ether and stirred overnight. The product was filtered, washed with pet. et... The reactants are [Br-], C[Mg+], CCC(C)(C)Cc1cn(S(=O)(=O)N(C)C)c(C(O)C(=O)c2ccc(-c3ccccn3)cc2)n1, C1CCOC1. The product is CCC(C)(C)Cc1cn(S(=O)(=O)N(C)C)c(C(O)C(C)(O)c2ccc(-c3ccccn3)cc2)n1. Reaction SMILES: [Br-:1].[CH3:2][Mg+:3].[CH3:4][C:5]([CH2:6][c:7]1[n:8][c:9]([CH:18]([C:19]([c:20]2[cH:21][cH:22][c:23](-[c:26]3[n:27][cH:28][cH:29][cH:30][cH:31]3)[cH:24][cH:25]2)=[O:32])[OH:33])[n:10]([S:12](=[O:13])(=[O:14])[N:15]([CH3:16])[CH3:17])[cH:11]1)([CH2:34][CH3:35])[CH3:36].[O:37]1[CH2:38][CH2:39][CH2:40][CH2:41]1>>[CH3:2][C:19]([CH:18]([c:9]1[n:8][c:7]([CH2:6][C:5]([CH3:4])([CH2:34][CH3:35])[CH3:36])[cH:11][n:10]1[S:12](=[O:13])(=[O:14])[N:15]([CH3:16])[CH3:17])[OH:33])([c:20]1[cH:21][cH:22][c:23](-[c:26]2[n:27][cH:28][cH:29][cH:30][cH:31]2)[cH:24][cH:25]1)[OH:32]. Reactants: [Na] (sodium), C(CC1=CC(OC)=C(OC)C=C1)#N (homoveratronitrile), C(OCC)(OCC)=O (diethyl carbonate). Yields the product COC=1C=C(C=CC1OC)C(C(=O)OCC)C#N (ethyl 3,4-dimethoxyphenylcyanoacetate). RXN SMILES: [Na].[C:2](#[N:14])[CH2:3][C:4]1[CH:13]=[CH:12][C:9]([O:10][CH3:11])=[C:6]([O:7][CH3:8])[CH:5]=1.[C:15](=O)([O:19]CC)[O:16][CH2:17][CH3:18]>>[CH3:8][O:7][C:6]1[CH:5]=[C:4]([CH:3]([C:2]#[N:14])[C:15]([O:16][CH2:17][CH3:18])=[O:19])[CH:13]=[CH:12][C:9]=1[O:10][CH3:11] |^1:0|. Procedure details: 25.7 g (1.1 mol eq.) of sodium in small pieces were added gradually to a solution of 198 g (1.1 mol) of homoveratronitrile in 500 ml of diethyl carbonate in such a manner that the temperature remained at approximately 100°. Thereafter, the reaction mixture was heated to reflux for 1 hour, evaporated under reduced pressure, treated with cooled water, acidified with 70 ml of glacial acetic acid and extracted with ether. The combined organic extracts were dried and evaporated. The residual oil was ... Reactants: NC1=C(C(=O)O)C=CC(=C1)F (2-amino-4-fluorobenzoic acid), C(=O)N (formamide), C(Cl)Cl.CO (methylene chloride methanol). The product is FC1=CC=C2C(NC=NC2=C1)=O (7-fluoro-3,4-dihydroquinazolin-4-one). The yield is 82.0%. As a reaction SMILES: [NH2:1][C:2]1[CH:10]=[C:9]([F:11])[CH:8]=[CH:7][C:3]=1[C:4](O)=[O:5].C(Cl)Cl.CO.[CH:17]([NH2:19])=O>>[F:11][C:9]1[CH:10]=[C:2]2[C:3]([C:4](=[O:5])[NH:19][CH:17]=[N:1]2)=[CH:7][CH:8]=1 |f:1.2|. Reported procedure: A solution of 2-amino-4-fluorobenzoic acid (3 g, 19.3 mmol) in formamide (30 ml) was heated at 150° C. for 6 hours. The reaction mixture was poured onto ice/water 1/1 (250 ml). The precipitated solid was collected by filtration, washed with water and dried to give 7-fluoro-3,4-dihydroquinazolin-4-one (2.6 g, 82%).